From a dataset of the Open Reaction Database (ORD), a public repository of structured organic reaction records. describe an organic reaction: reactants, conditions, products, and yield The reactants are CC1=C(C=C2C(=C1)OCO2)C(O)C=2C(=NC=CC2C(F)(F)F)Cl ((2-methyl-4,5-(methylenedioxy)phenyl)(2-chloro-4-trifluoromethyl-3-pyridyl)methanol). The reagents and catalysts are [O-2].[O-2].[Mn+4] (manganese dioxide). The product is C1OC2=CC(=C(C(=O)C=3C(=NC=CC3C(F)(F)F)Cl)C=C2O1)C (3-[4,5-(methylenedioxy)-2-methylbenzoyl]-2-chloro-4-trifluoromethylpyridine). Isolated yield 20.3%. As a reaction SMILES: [CH3:1][C:2]1[CH:7]=[C:6]2[O:8][CH2:9][O:10][C:5]2=[CH:4][C:3]=1[CH:11]([C:13]1[C:14]([Cl:23])=[N:15][CH:16]=[CH:17][C:18]=1[C:19]([F:22])([F:21])[F:20])[OH:12]>[O-2].[O-2].[Mn+4]>[CH2:9]1[O:10][C:5]2[C:6](=[CH:7][C:2]([CH3:1])=[C:3]([CH:4]=2)[C:11]([C:13]2[C:14]([Cl:23])=[N:15][CH:16]=[CH:17][C:18]=2[C:19]([F:21])([F:22])[F:20])=[O:12])[O:8]1 |f:1.2.3|. Procedure details: Using 1.5 g (4.3 mmol) of (2-methyl-4,5-(methylenedioxy)phenyl)(2-chloro-4-trifluoromethyl-3-pyridyl)methanol obtained in step (c) and 8.0 g (92 mmol) of manganese dioxide, 0.3 g (yield 22%) of 3-[4,5-(methylenedioxy)-2-methylbenzoyl]-2-chloro-4-trifluoromethylpyridine (compound No. 13; m.p. 119-122° C.) was obtained by a process in accordance with step (b) of Synthesis Example 1. The reactants are CC(=O)O[BH-](OC(C)=O)OC(C)=O, CC1CNCC(C)N1, ClCCCl, O=Cc1ccc(-c2cccnc2N2CCC(Nc3ccc(F)cc3)CC2)o1, [Na+]. Product: CC1CN(Cc2ccc(-c3cccnc3N3CCC(Nc4ccc(F)cc4)CC3)o2)CC(C)N1. As a reaction SMILES: [C:36]([O:37][BH-:38]([O:39][C:40](=[O:41])[CH3:42])[O:43][C:44](=[O:45])[CH3:46])(=[O:47])[CH3:48].[CH3:28][CH:29]1[NH:30][CH:31]([CH3:35])[CH2:32][NH:33][CH2:34]1.[Cl:50][CH2:51][CH2:52][Cl:53].[F:1][c:2]1[cH:3][cH:4][c:5]([NH:8][CH:9]2[CH2:10][CH2:11][N:12]([c:15]3[n:16][cH:17][cH:18][cH:19][c:20]3-[c:21]3[cH:22][cH:23][c:24]([CH:26]=[O:27])[o:25]3)[CH2:13][CH2:14]2)[cH:6][cH:7]1.[Na+:49]>>[F:1][c:2]1[cH:3][cH:4][c:5]([NH:8][CH:9]2[CH2:10][CH2:11][N:12]([c:15]3[n:16][cH:17][cH:18][cH:19][c:20]3-[c:21]3[cH:22][cH:23][c:24]([CH2:26][N:33]4[CH2:32][CH:31]([CH3:35])[NH:30][CH:29]([CH3:28])[CH2:34]4)[o:25]3)[CH2:13][CH2:14]2)[cH:6][cH:7]1.